The task is: describe an organic reaction: reactants, conditions, products, and yield. This data is from the Open Reaction Database (ORD), a public repository of structured organic reaction records. Reactants: CC(C(=O)O)C(=O)NCc1ccccc1, CN1C(=O)C(N)c2ccccc2-c2ccccc21. Product: CC(C(=O)NCc1ccccc1)C(=O)NC1C(=O)N(C)c2ccccc2-c2ccccc21. RXN SMILES: [CH2:19]([c:20]1[cH:21][cH:22][cH:23][cH:24][cH:25]1)[NH:26][C:27]([CH:28]([C:29](=[O:30])[OH:31])[CH3:32])=[O:33].[NH2:1][CH:2]1[c:3]2[c:4]([cH:15][cH:16][cH:17][cH:18]2)-[c:5]2[c:6]([cH:11][cH:12][cH:13][cH:14]2)[N:7]([CH3:10])[C:8]1=[O:9]>>[NH:1]([CH:2]1[c:3]2[c:4]([cH:15][cH:16][cH:17][cH:18]2)-[c:5]2[c:6]([cH:11][cH:12][cH:13][cH:14]2)[N:7]([CH3:10])[C:8]1=[O:9])[C:29]([CH:28]([C:27]([NH:26][CH2:19][c:20]1[cH:21][cH:22][cH:23][cH:24][cH:25]1)=[O:33])[CH3:32])=[O:30]. Starting materials: CCN(C(C)C)C(C)C (DIEA), FC(C(=O)O)(F)F.FC=1C=C(CNC(=O)N(CC)C2CCNCC2)C=CC1F (4-(N-(N-(3,4-Difluorobenzyl)carbamoyl)-N-ethylamino)-piperidine trifluoroacetate), C(=O)[C@H]1CN(C[C@@H]1C1=CC=CC=C1)[C@@H](C(=O)OCC1=CC=C(C=C1)OC)C1CCCCC1 (2-(R)-(3-(R)-formyl-4-(S)-phenyl-pyrrolidin-1-yl)-2-(cyclohexyl)acetic acid, (4-methoxy)benzyl ester), C(C)(=O)O[BH-](OC(C)=O)OC(C)=O.[Na+] (sodium triacetoxyborohydride). Run in ClCCCl (1,2-dichloroethane), ClCCCl (1,2-dichloroethane). Run at time 16 hour. The product is N.CO (NH3 MeOH), FC=1C=C(CNC(=O)N(CC)C2CCN(CC2)C[C@H]2CN(C[C@@H]2C2=CC=CC=C2)[C@@H](C(=O)O)C2CCCCC2)C=CC1F (2-(R)-(3-(S)-(4-(N-(N-(3,4-Difluorobenzyl)carbamoyl)-N-ethylamino)-piperidin-1-yl)methyl-4-(S)-phenyl-pyrrolidin-1-yl)-2-(cyclohexyl)acetic acid). The yield is 53.6%. RXN SMILES: CC[N:3](C(C)C)C(C)C.FC(F)(F)[C:12](O)=[O:13].[F:17][C:18]1[CH:19]=[C:20]([CH:34]=[CH:35][C:36]=1[F:37])[CH2:21][NH:22][C:23]([N:25]([CH:28]1[CH2:33][CH2:32][NH:31][CH2:30][CH2:29]1)[CH2:26][CH3:27])=[O:24].[CH:38]([C@@H:40]1[C@@H:44]([C:45]2[CH:50]=[CH:49][CH:48]=[CH:47][CH:46]=2)[CH2:43][N:42]([C@H:51]([CH:64]2[CH2:69][CH2:68][CH2:67][CH2:66][CH2:65]2)[C:52]([O:54]CC2C=CC(OC)=CC=2)=[O:53])[CH2:41]1)=O.C(O[BH-](OC(=O)C)OC(=O)C)(=O)C.[Na+]>ClCCCl>[NH3:3].[CH3:12][OH:13].[F:17][C:18]1[CH:19]=[C:20]([CH:34]=[CH:35][C:36]=1[F:37])[CH2:21][NH:22][C:23]([N:25]([CH:28]1[CH2:33][CH2:32][N:31]([CH2:38][C@@H:40]2[C@@H:44]([C:45]3[CH:46]=[CH:47][CH:48]=[CH:49][CH:50]=3)[CH2:43][N:42]([C@H:51]([CH:64]3[CH2:69][CH2:68][CH2:67][CH2:66][CH2:65]3)[C:52]([OH:54])=[O:53])[CH2:41]2)[CH2:30][CH2:29]1)[CH2:26][CH3:27])=[O:24] |f:1.2,4.5,7.8|. Reported procedure: To a solution of DIEA (0.019 mL, 0.11 mmol) in 0.5 mL of 1,2-dichloroethane was added 4-(N-(N-(3,4-difluorobenzyl)carbamoyl)-N-ethylamino)piperidine trifluoroacetate (41 mg, 0.1 mmol, from Step B). To this solution, a solution of 2-(R)-(3-(R)-formyl-4-(S)-phenyl-pyrrolidin-1-yl)-2-(cyclohexyl)acetic acid, (4-methoxy)benzyl ester (26 mg, 0.05 mmol, Aldehyde 5) was added. After mixing well, a slurry of sodium triacetoxyborohydride (35 mg, 0.17 mmol) in 0.5 mL of 1,2-dichloroethane was added. The r... Reactants: FC(C(=O)O)(F)F.C(C)(C)OC1=CC=C(C=N1)OC1=CC=C(C=C1)CCC(C)NC ({3-[4-(6-Isopropoxy-pyridin-3-yloxy)-phenyl]-1-methyl-propyl}-methyl-amine trifluoroacetate), C(C)(=O)OC(C)=O (acetic anhydride). Yields the product C(C)(C)OC1=CC=C(C=N1)OC1=CC=C(C=C1)CCC(C)N(C(C)=O)C (N-{3-[4-(6-Isopropoxy-pyridin-3-yloxy)-phenyl]-1-methyl-propyl}-N-methyl-acetamide). Reaction SMILES: F[C:2](F)(F)[C:3]([OH:5])=O.[CH:8]([O:11][C:12]1[N:17]=[CH:16][C:15]([O:18][C:19]2[CH:24]=[CH:23][C:22]([CH2:25][CH2:26][CH:27]([NH:29][CH3:30])[CH3:28])=[CH:21][CH:20]=2)=[CH:14][CH:13]=1)([CH3:10])[CH3:9].C(OC(=O)C)(=O)C>>[CH:8]([O:11][C:12]1[N:17]=[CH:16][C:15]([O:18][C:19]2[CH:24]=[CH:23][C:22]([CH2:25][CH2:26][CH:27]([N:29]([CH3:30])[C:3](=[O:5])[CH3:2])[CH3:28])=[CH:21][CH:20]=2)=[CH:14][CH:13]=1)([CH3:10])[CH3:9] |f:0.1|. Procedure: {3-[4-(6-Isopropoxy-pyridin-3-yloxy)-phenyl]-1-methyl-propyl}-methyl-amine trifluoroacetate (27 mg, 0.086 mmol) was reacted with acetic anhydride in analogy to example 2a. M+H+: 357.2. As a reaction SMILES: [CH3:1][NH:2][C:3](=[O:9])[CH2:4][C:5](=O)[CH2:6][CH3:7].[NH3:10]>C1(C)C(C)=CC=CC=1.C(Cl)(Cl)Cl>[CH3:1][NH:2][C:3](=[O:9])[CH:4]=[C:5]([NH2:10])[CH2:6][CH3:7]. Procedure details: A solution of N-methyl propionylacetamide (4.25 g, 32.9 mmol) in 30 ml xylene was bubbled with ammonia gas at 110° C. for 2 hrs. After cooling to room temperature, the mixture was diluted with 30 ml of CHCl3 and dried (Na2SO4). After evaporation of solvent, N-methyl 3-amino-2-pentenamide was obtained as light-gray oil (4.15 g, 98). The product is CNC(C=C(CC)N)=O (N-methyl 3-amino-2-pentenamide). The solvent is C(Cl)(Cl)Cl (CHCl3), C=1(C(=CC=CC1)C)C (xylene). The reactants are CNC(CC(CC)=O)=O (N-methyl propionylacetamide), N (ammonia).